This data is from the Open Reaction Database (ORD), a public repository of structured organic reaction records. The task is: describe an organic reaction: reactants, conditions, products, and yield The reactants are O=C(O)C(CS(=O)(=O)CC1CC1)NC(=O)N1CCOCC1, ClCCl, NC1C(O)CCCC1O, Oc1cccc2[nH]nnc12. The product is O=C(NC1C(O)CCCC1O)C(CS(=O)(=O)CC1CC1)NC(=O)N1CCOCC1. As a reaction SMILES: [CH:1]1([CH2:4][S:5](=[O:6])(=[O:7])[CH2:8][CH:9]([C:10](=[O:11])[OH:12])[NH:13][C:14](=[O:15])[N:16]2[CH2:17][CH2:18][O:19][CH2:20][CH2:21]2)[CH2:2][CH2:3]1.[Cl:41][CH2:42][Cl:43].[NH2:32][CH:33]1[CH:34]([OH:40])[CH2:35][CH2:36][CH2:37][CH:38]1[OH:39].[OH:22][c:23]1[c:24]2[n:25][n:26][nH:27][c:28]2[cH:29][cH:30][cH:31]1>>[CH:1]1([CH2:4][S:5](=[O:6])(=[O:7])[CH2:8][CH:9]([C:10](=[O:12])[NH:32][CH:33]2[CH:34]([OH:40])[CH2:35][CH2:36][CH2:37][CH:38]2[OH:39])[NH:13][C:14](=[O:15])[N:16]2[CH2:17][CH2:18][O:19][CH2:20][CH2:21]2)[CH2:2][CH2:3]1. The product is CCCNc1nc(SC)ncc1C#N. As a reaction SMILES: [C:21]([Cl:22])(=[O:23])[c:24]1[cH:25][cH:26][cH:27][cH:28][cH:29]1.[CH2:17]([CH2:18][CH3:19])[NH2:20].[CH2:1]1[O:2][CH2:3][CH2:4][CH2:5]1.[CH:30]([Cl:31])([Cl:32])[Cl:33].[Cl:6][c:7]1[n:8][c:9]([S:15][CH3:16])[n:10][cH:11][c:12]1[C:13]#[N:14]>>[c:7]1([NH:20][CH2:17][CH2:18][CH3:19])[n:8][c:9]([S:15][CH3:16])[n:10][cH:11][c:12]1[C:13]#[N:14]. The reactants are O=C(Cl)c1ccccc1, CCCN, C1CCOC1, ClC(Cl)Cl, CSc1ncc(C#N)c(Cl)n1.